From a dataset of the Open Reaction Database (ORD), a public repository of structured organic reaction records. describe an organic reaction: reactants, conditions, products, and yield The reactants are CS(C)=O, Oc1cncc(Cl)c1, Cl, O=C(NCc1ccco1)c1cc([N+](=O)[O-])ccc1F, [K+], [K+], O=C([O-])[O-]. Yields the product O=C(NCc1ccco1)c1cc([N+](=O)[O-])ccc1Oc1cncc(Cl)c1. Reaction SMILES: [CH3:34][S:35]([CH3:36])=[O:37].[Cl:20][c:21]1[cH:22][c:23]([OH:27])[cH:24][n:25][cH:26]1.[ClH:38].[F:1][c:2]1[c:3]([C:4](=[O:5])[NH:6][CH2:7][c:8]2[o:9][cH:10][cH:11][cH:12]2)[cH:13][c:14]([N+:17](=[O:18])[O-:19])[cH:15][cH:16]1.[K+:28].[K+:29].[O-:30][C:31]([O-:32])=[O:33]>>[c:2]1([O:27][c:23]2[cH:22][c:21]([Cl:20])[cH:26][n:25][cH:24]2)[c:3]([C:4](=[O:5])[NH:6][CH2:7][c:8]2[o:9][cH:10][cH:11][cH:12]2)[cH:13][c:14]([N+:17](=[O:18])[O-:19])[cH:15][cH:16]1. Reagents/catalysts: O=C([O-])[O-].[Cs+].[Cs+] (cesium carbonate), [I-].[K+] (potassium iodide). The solvent is CN(C)C=O (DMF), CN(C)C=O (dmf), CN(C)C=O (DMF). Run at temperature 70 celsius, time 16 hour. Reactants: CC(Cl)c1cccnc1, O=C(C[C@@H]%16COC%17=C%16C=CC(O)=C%17)OC. Yields the product O=C(C[C@@H]%24COC%25=C%24C=CC(OC(C)C%26=CC=CN=C%26)=C%25)OC. The reactants are CC(=O)[O-], ClCCl, CC(C)(C)C(=O)c1cn(COCC[Si](C)(C)C)c2ncc(-n3ccc(C(=O)N4CCC4)c3)nc12, [Na+], O, O, O, O=C(O)C(F)(F)F. Product: CC(C)(C)C(=O)c1c[nH]c2ncc(-n3ccc(C(=O)N4CCC4)c3)nc12. Reaction SMILES: [C:38]([O-:39])(=[O:40])[CH3:41].[Cl:43][CH2:44][Cl:45].[N:1]1([C:5](=[O:6])[c:7]2[cH:8][n:9](-[c:12]3[n:13][c:14]4[c:15]([n:16][cH:17]3)[n:18]([CH2:27][O:28][CH2:29][CH2:30][Si:31]([CH3:32])([CH3:33])[CH3:34])[cH:19][c:20]4[C:21]([C:22]([CH3:23])([CH3:24])[CH3:25])=[O:26])[cH:10][cH:11]2)[CH2:2][CH2:3][CH2:4]1.[Na+:42].[OH2:35].[OH2:36].[OH2:37].[OH:46][C:47]([C:48]([F:49])([F:50])[F:51])=[O:52]>>[N:1]1([C:5](=[O:6])[c:7]2[cH:8][n:9](-[c:12]3[n:13][c:14]4[c:15]([n:16][cH:17]3)[nH:18][cH:19][c:20]4[C:21]([C:22]([CH3:23])([CH3:24])[CH3:25])=[O:26])[cH:10][cH:11]2)[CH2:2][CH2:3][CH2:4]1. Reactants: C=Cc1cc(CNC(=O)NCc2ccc(C(C)(C)C)cc2)cc(F)c1NS(C)(=O)=O, CO, [H][H]. Yields the product CCc1cc(CNC(=O)NCc2ccc(C(C)(C)C)cc2)cc(F)c1NS(C)(=O)=O. Reaction SMILES: [C:1]([CH3:2])([CH3:3])([CH3:4])[c:5]1[cH:6][cH:7][c:8]([CH2:9][NH:10][C:11]([NH:12][CH2:13][c:14]2[cH:15][c:16]([F:27])[c:17]([NH:22][S:23](=[O:24])(=[O:25])[CH3:26])[c:18]([CH:20]=[CH2:21])[cH:19]2)=[O:28])[cH:29][cH:30]1.[CH3:33][OH:34].[H:31][H:32]>>[C:1]([CH3:2])([CH3:3])([CH3:4])[c:5]1[cH:6][cH:7][c:8]([CH2:9][NH:10][C:11]([NH:12][CH2:13][c:14]2[cH:15][c:16]([F:27])[c:17]([NH:22][S:23](=[O:24])(=[O:25])[CH3:26])[c:18]([CH2:20][CH3:21])[cH:19]2)=[O:28])[cH:29][cH:30]1.